This data is from the Open Reaction Database (ORD), a public repository of structured organic reaction records. The task is: describe an organic reaction: reactants, conditions, products, and yield The reactants are O=C(Cl)C(=O)Cl, COc1cc2ncc(F)c(Oc3ccc4c(C(=O)Cl)cccc4c3)c2cc1OC, COc1cc2ncc(F)c(Oc3ccc4c(C(=O)O)cccc4c3)c2cc1OC, CC(C)(C)c1cc(N)no1, c1ccncc1. Yields the product COc1cc2ncc(F)c(Oc3ccc4c(C(=O)Nc5cc(C(C)(C)C)on5)cccc4c3)c2cc1OC. RXN SMILES: [Cl:59][C:60]([C:61]([Cl:62])=[O:63])=[O:64].[F:1][c:2]1[cH:3][n:4][c:5]2[cH:6][c:7]([O:28][CH3:29])[c:8]([O:26][CH3:27])[cH:9][c:10]2[c:11]1[O:12][c:13]1[cH:14][c:15]2[cH:16][cH:17][cH:18][c:19]([C:23](=[O:24])[Cl:25])[c:20]2[cH:21][cH:22]1.[F:30][c:31]1[cH:32][n:33][c:34]2[c:35]([c:36]1[O:37][c:38]1[cH:39][c:40]3[c:41]([cH:42][cH:43]1)[c:44]([C:45]([OH:46])=[O:47])[cH:48][cH:49][cH:50]3)[cH:51][c:52]([O:53][CH3:54])[c:55]([O:56][CH3:57])[cH:58]2.[NH2:65][c:66]1[n:67][o:68][c:69]([C:71]([CH3:72])([CH3:73])[CH3:74])[cH:70]1.[cH:75]1[cH:76][cH:77][n:78][cH:79][cH:80]1>>[F:1][c:2]1[cH:3][n:4][c:5]2[cH:6][c:7]([O:28][CH3:29])[c:8]([O:26][CH3:27])[cH:9][c:10]2[c:11]1[O:12][c:13]1[cH:14][c:15]2[cH:16][cH:17][cH:18][c:19]([C:23](=[O:24])[NH:65][c:66]3[n:67][o:68][c:69]([C:71]([CH3:72])([CH3:73])[CH3:74])[cH:70]3)[c:20]2[cH:21][cH:22]1. Starting materials: COc1ccc(-c2cc3c(n2-c2ccccc2Cl)CCNC3)cc1, N#Cc1ccc(F)cc1, [K+], [K+], O=C([O-])[O-], CN(C)C=O, O. Product: COc1ccc(-c2cc3c(n2-c2ccccc2Cl)CCN(c2ccc(C#N)cc2)C3)cc1. RXN SMILES: [Cl:1][c:2]1[c:3](-[n:8]2[c:9](-[c:17]3[cH:18][cH:19][c:20]([O:23][CH3:24])[cH:21][cH:22]3)[cH:10][c:11]3[c:16]2[CH2:15][CH2:14][NH:13][CH2:12]3)[cH:4][cH:5][cH:6][cH:7]1.[F:31][c:32]1[cH:33][cH:34][c:35]([C:36]#[N:37])[cH:38][cH:39]1.[K+:25].[K+:26].[O-:27][C:28]([O-:29])=[O:30].[O:41]=[CH:42][N:43]([CH3:44])[CH3:45].[OH2:40]>>[Cl:1][c:2]1[c:3](-[n:8]2[c:9](-[c:17]3[cH:18][cH:19][c:20]([O:23][CH3:24])[cH:21][cH:22]3)[cH:10][c:11]3[c:16]2[CH2:15][CH2:14][N:13]([c:32]2[cH:33][cH:34][c:35]([C:36]#[N:37])[cH:38][cH:39]2)[CH2:12]3)[cH:4][cH:5][cH:6][cH:7]1.